Dataset: the Open Reaction Database (ORD), a public repository of structured organic reaction records. Task: describe an organic reaction: reactants, conditions, products, and yield The reactants are [BH4-], CO, CCOCC, Cl[Ce](Cl)Cl, Cl, [H][H], [Na+], O=C1C=C(c2ccc(C(=O)N3Cc4cccn4Cc4ccccc43)cc2)CCC1. Yields the product O=C(c1ccc(C2=CC(O)CCC2)cc1)N1Cc2cccn2Cc2ccccc21. As a reaction SMILES: [BH4-:34].[CH3:39][OH:40].[CH3:41][CH2:42][O:43][CH2:44][CH3:45].[Cl:30][Ce:31]([Cl:32])[Cl:33].[ClH:38].[H:36][H:37].[Na+:35].[cH:1]1[cH:2][cH:3][n:4]2[c:5]1[CH2:6][N:7]([C:15](=[O:16])[c:17]1[cH:18][cH:19][c:20]([C:23]3=[CH:24][C:25](=[O:29])[CH2:26][CH2:27][CH2:28]3)[cH:21][cH:22]1)[c:8]1[c:9]([cH:11][cH:12][cH:13][cH:14]1)[CH2:10]2>>[cH:1]1[cH:2][cH:3][n:4]2[c:5]1[CH2:6][N:7]([C:15](=[O:16])[c:17]1[cH:18][cH:19][c:20]([C:23]3=[CH:24][CH:25]([OH:29])[CH2:26][CH2:27][CH2:28]3)[cH:21][cH:22]1)[c:8]1[c:9]([cH:11][cH:12][cH:13][cH:14]1)[CH2:10]2. Reactants: Cl.N1=CC=NC2=C1C=CC(=C2)B(O)O (benzopyrazine-6-boronic acid hydrochloride), C1(=CC=CC2=CC=CC=C12)P(C1=CC=CC2=CC=CC=C12)C1=CC=CC2=CC=CC=C12 (tri-1-naphthylphosphine), [O-]P(=O)([O-])[O-].[K+].[K+].[K+] (potassium phosphate tribasic), BrCC(=O)OCC (Ethyl 2-bromoacetate). The reagents and catalysts are C(C)(=O)[O-].[Pd+2].C(C)(=O)[O-] (palladium (II) acetate). Run in O1CCCC1 (tetrahydrofuran), O (Water). Product: C(C)OC(CC=1C=C2N=CC=NC2=CC1)=O (quinoxalin-6-yl-acetic acid ethyl ester). The yield is 18.7%. As a reaction SMILES: Cl.[N:2]1[C:7]2[CH:8]=[CH:9][C:10](B(O)O)=[CH:11][C:6]=2[N:5]=[CH:4][CH:3]=1.C1(P(C2C3C(=CC=CC=3)C=CC=2)C2C3C(=CC=CC=3)C=CC=2)C2C(=CC=CC=2)C=CC=1.[O-]P([O-])([O-])=O.[K+].[K+].[K+].Br[CH2:55][C:56]([O:58][CH2:59][CH3:60])=[O:57]>C([O-])(=O)C.[Pd+2].C([O-])(=O)C.O.O1CCCC1>[CH2:59]([O:58][C:56](=[O:57])[CH2:55][C:10]1[CH:11]=[C:6]2[C:7](=[CH:8][CH:9]=1)[N:2]=[CH:3][CH:4]=[N:5]2)[CH3:60] |f:0.1,3.4.5.6,8.9.10|. Procedure details: A vial under nitrogen atmosphere was charged with benzopyrazine-6-boronic acid hydrochloride (500 mg, 2.38 mmol), palladium (II) acetate (16 mg, 0.071 mmol), tri-1-naphthylphosphine (88 mg, 0.214 mmol), potassium phosphate tribasic (2.52 g, 11.9 mmol), and tetrahydrofuran (10 mL). Ethyl 2-bromoacetate (0.315 mL, 2.85 mmol) was then added and the reaction mixture was stirred at reflux for 6 h. Water was added and the mixture was extracted with ethyl acetate (3×). The combined organic layers were ...